Dataset: the Open Reaction Database (ORD), a public repository of structured organic reaction records. Task: describe an organic reaction: reactants, conditions, products, and yield Reactants: CCO, NN, NC(=O)c1cc(-c2ccccc2)cc2c(C3CCN(S(=O)(=O)CCN4C(=O)c5ccccc5C4=O)CC3)c[nH]c12. Yields the product NCCS(=O)(=O)N1CCC(c2c[nH]c3c(C(N)=O)cc(-c4ccccc4)cc23)CC1. As a reaction SMILES: [CH3:43][CH2:44][OH:45].[NH2:41][NH2:42].[O:1]=[C:2]1[N:3]([CH2:12][CH2:13][S:14](=[O:15])(=[O:16])[N:17]2[CH2:18][CH2:19][CH:20]([c:23]3[cH:24][nH:25][c:26]4[c:27]([C:38](=[O:39])[NH2:40])[cH:28][c:29](-[c:32]5[cH:33][cH:34][cH:35][cH:36][cH:37]5)[cH:30][c:31]34)[CH2:21][CH2:22]2)[C:10](=[O:11])[c:5]2[c:4]1[cH:9][cH:8][cH:7][cH:6]2>>[NH2:3][CH2:12][CH2:13][S:14](=[O:15])(=[O:16])[N:17]1[CH2:18][CH2:19][CH:20]([c:23]2[cH:24][nH:25][c:26]3[c:27]([C:38](=[O:39])[NH2:40])[cH:28][c:29](-[c:32]4[cH:33][cH:34][cH:35][cH:36][cH:37]4)[cH:30][c:31]23)[CH2:21][CH2:22]1. Starting materials: OCCC1CCOCC1, Cc1ccc(S(=O)(=O)Cl)cc1, c1ccncc1. The product is Cc1ccc(S(=O)(=O)OCCC2CCOCC2)cc1. RXN SMILES: [O:1]1[CH2:2][CH2:3][CH:4]([CH2:7][CH2:8][OH:9])[CH2:5][CH2:6]1.[c:10]1([CH3:20])[cH:11][cH:12][c:13]([S:16](=[O:17])(=[O:18])[Cl:19])[cH:14][cH:15]1.[cH:21]1[cH:22][cH:23][n:24][cH:25][cH:26]1>>[O:1]1[CH2:2][CH2:3][CH:4]([CH2:7][CH2:8][O:9][S:16]([c:13]2[cH:12][cH:11][c:10]([CH3:20])[cH:15][cH:14]2)(=[O:17])=[O:18])[CH2:5][CH2:6]1. The reactants are [N+](=O)([O-])C1=C(C(C(=O)OCC(C)(C)C)O)C(=CC=C1)[N+](=O)[O-] (Neopentyl 2,6-dinitromandelate), C1(=CC=C(C=C1)S(=O)(=O)Cl)C (p-toluenesulfonyl chloride), C1(CCCCC1)NC1CCCCC1 (Dicyclohexylamine). Run in CC(=O)C (acetone). Reaction conditions: time 2 hour. Product: S(=O)(=O)(OC(C1=C(C=CC=C1[N+](=O)[O-])[N+](=O)[O-])C(=O)OCC(C)(C)C)C1=CC=C(C)C=C1 (α-(neopentoxycarbonyl)-2,6-dinitrobenzyl tosylate). RXN SMILES: [N+:1]([C:4]1[CH:19]=[CH:18][CH:17]=[C:16]([N+:20]([O-:22])=[O:21])[C:5]=1[CH:6]([OH:15])[C:7]([O:9][CH2:10][C:11]([CH3:14])([CH3:13])[CH3:12])=[O:8])([O-:3])=[O:2].[C:23]1([CH3:33])[CH:28]=[CH:27][C:26]([S:29](Cl)(=[O:31])=[O:30])=[CH:25][CH:24]=1.C1(NC2CCCCC2)CCCCC1>CC(C)=O>[S:29]([C:26]1[CH:27]=[CH:28][C:23]([CH3:33])=[CH:24][CH:25]=1)([O:15][CH:6]([C:7]([O:9][CH2:10][C:11]([CH3:12])([CH3:13])[CH3:14])=[O:8])[C:5]1[C:4]([N+:1]([O-:3])=[O:2])=[CH:19][CH:18]=[CH:17][C:16]=1[N+:20]([O-:22])=[O:21])(=[O:31])=[O:30]. Reported procedure: Neopentyl 2,6-dinitromandelate (1.50 g, 4.80 mmol) and p-toluenesulfonyl chloride (1.00 g, 5.28 mmol) were mixed in dry acetone (50 mL) under argon. Dicyclohexylamine (0.957 g, 5.28 mmol) was added slowly to the reaction at 0° C. The mixture was stirred at room temperature for 2 hours at which time the reaction was shown to be complete by thin-layer chromatography (tlc). The acetone was then removed by evaporation under vacuum. The residue was put through a silica gel (60-200 mesh) column using ... Reactants: C(C)OC(=O)C1=CN=C(S1)NC1=CC(=C(C=C1)OC)OC (2-(3,4-Dimethoxy-phenylamino)-thiazole-5-carboxylic acid ethyl ester), [OH-].[K+] (KOH). Solvent: C1CCOC1 (THF). Reaction conditions: temperature 55 celsius. The product is COC=1C=C(C=CC1OC)NC=1SC(=CN1)C(=O)O (2-(3,4-Dimethoxy-phenylamino)-thiazole-5-carboxylic acid). The yield is 66.7%. RXN SMILES: C([O:3][C:4]([C:6]1[S:10][C:9]([NH:11][C:12]2[CH:17]=[CH:16][C:15]([O:18][CH3:19])=[C:14]([O:20][CH3:21])[CH:13]=2)=[N:8][CH:7]=1)=[O:5])C.[OH-].[K+]>C1COCC1>[CH3:21][O:20][C:14]1[CH:13]=[C:12]([NH:11][C:9]2[S:10][C:6]([C:4]([OH:5])=[O:3])=[CH:7][N:8]=2)[CH:17]=[CH:16][C:15]=1[O:18][CH3:19] |f:1.2|. Reported procedure: A mixture of 3.9 g (12.78 mmol) 2-(3,4-Dimethoxy-phenylamino)-thiazole-5-carboxylic acid ethyl ester and 12.78 ml 5M KOH in 23.5 ml THF was heated to 55° C. for 22 h. After acidification with HCl aq. The mixture was extracted with ethyl acetate and the combined organic layers washed with water, dried with MgSO4 and evaporated to dryness. Additionally precipitaed material from the aqueous phase was filtered off and dried. 2.39 g (67%) of the title compound was obtained as beige crystals. MS (m/e)... Reactants: C(C)(=O)OCC(=O)N(C1=C(C=CC=C1)OC1=CC=CC=C1)CC1=C(C=CC=C1)OC (N-acetoxyacetyl-N-(2-methoxybenzyl)-2-phenoxyaniline), C([O-])([O-])=O.[K+].[K+] (potassium carbonate), O (water). Run in CO (methanol). Conditions: temperature 50 celsius, time 7 hour. The product is OCC(=O)N(C1=C(C=CC=C1)OC1=CC=CC=C1)CC1=C(C=CC=C1)OC (N-hydroxyacetyl-N-(2-methoxybenzyl)-2-phenoxyaniline). Yield: 95.6%. RXN SMILES: C([O:4][CH2:5][C:6]([N:8]([CH2:22][C:23]1[CH:28]=[CH:27][CH:26]=[CH:25][C:24]=1[O:29][CH3:30])[C:9]1[CH:14]=[CH:13][CH:12]=[CH:11][C:10]=1[O:15][C:16]1[CH:21]=[CH:20][CH:19]=[CH:18][CH:17]=1)=[O:7])(=O)C.C(=O)([O-])[O-].[K+].[K+].O>CO>[OH:4][CH2:5][C:6]([N:8]([CH2:22][C:23]1[CH:28]=[CH:27][CH:26]=[CH:25][C:24]=1[O:29][CH3:30])[C:9]1[CH:14]=[CH:13][CH:12]=[CH:11][C:10]=1[O:15][C:16]1[CH:21]=[CH:20][CH:19]=[CH:18][CH:17]=1)=[O:7] |f:1.2.3|. Reported procedure: In 6 ml of methanol was dissolved 525 mg of N-acetoxyacetyl-N-(2-methoxybenzyl)-2-phenoxyaniline, and then 537 mg of potassium carbonate was added, followed by stirring at 50° C. for 7 hours. The reaction mixture was poured into water and extracted with ethyl acetate. The extract was washed with 5% hydrochloric acid, a saturated aqueous sodium bicarbonate solution and a saturated aqueous sodium chloride solution, successively, and dried over anhydrous sodium sulfate. After removal of the drying ... RXN SMILES: [Br:1][c:2]1[cH:3][c:4]2[c:5]([n:6][cH:7]1)[nH:8][cH:9][cH:10]2.[CH3:11][n:12]1[n:13][cH:14][c:15]([B:17]2[O:18][C:19]([CH3:20])([CH3:21])[C:22]([CH3:23])([CH3:24])[O:25]2)[cH:16]1.[K+:26].[K+:27].[O-:28][C:29]([O-:30])=[O:31].[OH2:32]>>[c:2]1(-[c:15]2[cH:14][n:13][n:12]([CH3:11])[cH:16]2)[cH:3][c:4]2[c:5]([n:6][cH:7]1)[nH:8][cH:9][cH:10]2. Starting materials: Brc1cnc2[nH]ccc2c1, Cn1cc(B2OC(C)(C)C(C)(C)O2)cn1, [K+], [K+], O=C([O-])[O-], O. Product: Cn1cc(-c2cnc3[nH]ccc3c2)cn1. Reactants: [N+](=O)([O-])C=1C=C(C=O)C=CC1 (m-nitrobenzaldehyde), C(CC(=O)C)(=O)OCCN1CCN(CC1)C(C1=CC=C(C=C1)C)C1=CC=C(C=C1)C (2-[4-(4,4'-dimethylbenzhydryl)-1-piperazinyl]ethyl acetoacetate), N\C(=C/C(=O)OCC)\C (ethyl 3-aminocrotonate), C(C)(C)O (isopropyl alcohol). Yields the product CC=1NC(=C(C(C1C(=O)OCCN1CCN(CC1)C(C1=CC=C(C=C1)C)C1=CC=C(C=C1)C)C1=CC(=CC=C1)[N+](=O)[O-])C(=O)OCC)C (2-[4-(4,4'-dimethylbenzhydryl)-1-piperazinyl]ethyl ethyl 2,6-dimethyl-4-(3-nitrophenyl)-1,4-dihydropyridine-3,5-dicarboxylate). Isolated yield 50.8%. As a reaction SMILES: [N+:1]([C:4]1[CH:5]=[C:6]([CH:9]=[CH:10][CH:11]=1)[CH:7]=O)([O-:3])=[O:2].[C:12]([O:18][CH2:19][CH2:20][N:21]1[CH2:26][CH2:25][N:24]([CH:27]([C:35]2[CH:40]=[CH:39][C:38]([CH3:41])=[CH:37][CH:36]=2)[C:28]2[CH:33]=[CH:32][C:31]([CH3:34])=[CH:30][CH:29]=2)[CH2:23][CH2:22]1)(=[O:17])[CH2:13]C(C)=O.[NH2:42]/[C:43](/[CH3:50])=[CH:44]\[C:45]([O:47][CH2:48][CH3:49])=[O:46].[CH:51](O)(C)[CH3:52]>>[CH3:51][C:52]1[NH:42][C:43]([CH3:50])=[C:44]([C:45]([O:47][CH2:48][CH3:49])=[O:46])[CH:7]([C:6]2[CH:9]=[CH:10][CH:11]=[C:4]([N+:1]([O-:3])=[O:2])[CH:5]=2)[C:13]=1[C:12]([O:18][CH2:19][CH2:20][N:21]1[CH2:26][CH2:25][N:24]([CH:27]([C:28]2[CH:29]=[CH:30][C:31]([CH3:34])=[CH:32][CH:33]=2)[C:35]2[CH:40]=[CH:39][C:38]([CH3:41])=[CH:37][CH:36]=2)[CH2:23][CH2:22]1)=[O:17]. Reported procedure: A mixture of m-nitrobenzaldehyde, 2-[4-(4,4'-dimethylbenzhydryl)-1-piperazinyl]ethyl acetoacetate and ethyl 3-aminocrotonate was worked up in isopropyl alcohol in the same manner as Example 1 to give 2-[4-(4,4'-dimethylbenzhydryl)-1-piperazinyl]ethyl ethyl 2,6-dimethyl-4-(3-nitrophenyl)-1,4-dihydropyridine-3,5-dicarboxylate as a light yellow powder, m.p. 82°-85° C. (sintering). Yield 50.8%. IR(Nujol)cm-1 : 3330, 1685. NMR(CDCl3) δ: 1.19(3H,t,J=7,--CH2CH3), 2.26(6H,s, ##STR40## 2.33(6H,s, ##STR41... Reactants: FC(C(=O)O)(F)F.CS(=O)(=O)C1=CC=C(OC2=C3C(=NC=N2)N(N=C3)C3CCNCC3)C=C1 (4-(4-methanesulfonyl-phenoxy)-1-piperidin-4-yl-1H-pyrazolo[3,4-d]pyrimidine trifluoroacetate salt), FC(C(=O)O)(F)F.CS(=O)(=O)C1=CC=C(OC2=C3C(=NC=N2)N(N=C3)C3CCNCC3)C=C1 (4-(4-methanesulfonyl-phenoxy)-1-piperidin-4-yl-1H-pyrazolo[3,4-d]pyrimidine trifluoroacetate salt), C1(CCCCC1)CC(=O)Cl (cyclohexyl-acetyl chloride). Yields the product C1(CCCCC1)CC(=O)N1CCC(CC1)N1N=CC=2C1=NC=NC2OC2=CC=C(C=C2)S(=O)(=O)C (2-Cyclohexyl-1-{4-[4-(4-methanesulfonyl-phenoxy)-pyrazolo[3,4-d]pyrimidin-1-yl]-piperidin-1-yl}-ethanone). Reaction SMILES: FC(F)(F)C(O)=O.[CH3:8][S:9]([C:12]1[CH:33]=[CH:32][C:15]([O:16][C:17]2[N:22]=[CH:21][N:20]=[C:19]3[N:23]([CH:26]4[CH2:31][CH2:30][NH:29][CH2:28][CH2:27]4)[N:24]=[CH:25][C:18]=23)=[CH:14][CH:13]=1)(=[O:11])=[O:10].[CH:34]1([CH2:40][C:41](Cl)=[O:42])[CH2:39][CH2:38][CH2:37][CH2:36][CH2:35]1>>[CH:34]1([CH2:40][C:41]([N:29]2[CH2:28][CH2:27][CH:26]([N:23]3[C:19]4=[N:20][CH:21]=[N:22][C:17]([O:16][C:15]5[CH:14]=[CH:13][C:12]([S:9]([CH3:8])(=[O:11])=[O:10])=[CH:33][CH:32]=5)=[C:18]4[CH:25]=[N:24]3)[CH2:31][CH2:30]2)=[O:42])[CH2:39][CH2:38][CH2:37][CH2:36][CH2:35]1 |f:0.1|. Procedure: 2-Cyclohexyl-1-{4-[4-(4-methanesulfonyl-phenoxy)-pyrazolo[3,4-d]pyrimidin-1-yl]-piperidin-1-yl}-ethanone was prepared according to General Procedure I by the reaction of 4-(4-methanesulfonyl-phenoxy)-1-piperidin-4-yl-1H-pyrazolo[3,4-d]pyrimidine trifluoroacetate salt (Intermediate 27) with cyclohexyl-acetyl chloride (available from Aldrich Chemical Company, Inc., Milwaukee, Wis., USA). 1H NMR (400 MHz, DMSO-d6) δ 0.90-0.98 (m, 2H), 1.05-1.19 (m, 4H), 1.65-1.78 (m, 7H), 1.95-2.09 (m, 5H), 2.25-2.... Reactants: COC(=O)c1ccccc1Nc1cccc(C(C)N(O)C(C)=O)c1Cl, Cl, [K+], [OH-]. Product: CC(=O)N(O)C(C)c1cccc(Nc2ccccc2C(=O)O)c1Cl. Reaction SMILES: [CH3:1][O:2][C:3]([c:4]1[c:5]([NH:10][c:11]2[c:12]([Cl:24])[c:13]([CH:17]([CH3:18])[N:19]([OH:20])[C:21]([CH3:22])=[O:23])[cH:14][cH:15][cH:16]2)[cH:6][cH:7][cH:8][cH:9]1)=[O:25].[ClH:26].[K+:28].[OH-:27]>>[O:2]=[C:3]([c:4]1[c:5]([NH:10][c:11]2[c:12]([Cl:24])[c:13]([CH:17]([CH3:18])[N:19]([OH:20])[C:21]([CH3:22])=[O:23])[cH:14][cH:15][cH:16]2)[cH:6][cH:7][cH:8][cH:9]1)[OH:25]. Isolated yield 77.0%. Reactants: C([O-])([O-])=O.[K+].[K+] (potassium carbonate), COC=1C=C(CC=CCP(O)=O)C=CC1[N+](=O)[O-] ((3-methoxy-4-nitrobenzyl)prop-2-en-1-ylphosphinic acid), COC=1C=C(CC=CCP(O)=O)C=CC1[N+](=O)[O-] ((3-methoxy-4-nitrobenzyl)prop-2-en-1-ylphosphinic acid), ICC (iodoethane). Yields the product COC=1C=C(CC=CCP(OCC)=O)C=CC1[N+](=O)[O-] (Ethyl (3-methoxy-4-nitrobenzyl)prop-2-en-1-ylphosphinate), yellow oil. Reaction conditions: time 16 hour. As a reaction SMILES: [CH3:1][O:2][C:3]1[CH:4]=[C:5]([CH:13]=[CH:14][C:15]=1[N+:16]([O-:18])=[O:17])[CH2:6][CH:7]=[CH:8][CH2:9][PH:10](=[O:12])[OH:11].I[CH2:20][CH3:21].C(=O)([O-])[O-].[K+].[K+]>CN(C=O)C>[CH3:1][O:2][C:3]1[CH:4]=[C:5]([CH:13]=[CH:14][C:15]=1[N+:16]([O-:18])=[O:17])[CH2:6][CH:7]=[CH:8][CH2:9][PH:10](=[O:11])[O:12][CH2:20][CH3:21] |f:2.3.4|. Procedure details: A mixture of (3-methoxy-4-nitrobenzyl)prop-2-en-1-ylphosphinic acid (Compound 37F, 1.28 g, 4.72 mmol) and iodoethane (1.47 g, 9.44 mmol) in DMF (5.0 mL) was charged with potassium carbonate (1.30 g, 9.44 mmol). The reaction mixture was allowed to stir at rt for 16 hours. The reaction mixture was quenched with water (15 mL) and extracted with EtOAc (25 mL). The organic layer was washed with water (10 mL), washed with brine (10 mL), dried over Na2SO4, filtered, concentrated under reduced pressure ... Solvent: CN(C)C=O (DMF).